Dataset: the Open Reaction Database (ORD), a public repository of structured organic reaction records. Task: describe an organic reaction: reactants, conditions, products, and yield Reactants: CC1=C2C=C3N=C(C=C4C(=C(C(=N4)C=C5NC(=CC(=C1C(C)O)N2)C(=C5C(C)O)C)C)CCC(=O)O)C(=C3C)CCC(=O)O (hematoporphyrin). The solvent is C1CCOC1 (THF), C1CCC(CC1)NC2CCCCC2 (DCHA), CCOCC (ether), CCOCC (Ether). Yields the product CC1=C2C=C3N=C(C=C4C(=C(C(=N4)C=C5NC(=CC(=C1C(C)O)N2)C(=C5C(C)O)C)C)CCC(=O)O)C(=C3C)CCC(=O)O.C1CCC(CC1)NC2CCCCC2 (hematoporphyrin DCHA). Yield: 214.9%. As a reaction SMILES: [CH3:1][C:2]1[C:20]([CH:21]([OH:23])[CH3:22])=[C:19]2[NH:24][C:3]=1[CH:4]=[C:5]1[C:38]([CH3:39])=[C:37]([CH2:40][CH2:41][C:42]([OH:44])=[O:43])[C:7]([CH:8]=[C:9]3[N:13]=[C:12]([CH:14]=[C:15]4[C:26]([CH:27]([OH:29])[CH3:28])=[C:25]([CH3:30])[C:17](=[CH:18]2)[NH:16]4)[C:11]([CH3:31])=[C:10]3[CH2:32][CH2:33][C:34]([OH:36])=[O:35])=[N:6]1>C1COCC1.C1CCC(NC2CCCCC2)CC1.CCOCC>[CH3:1][C:2]1[C:20]([CH:21]([OH:23])[CH3:22])=[C:19]2[NH:24][C:3]=1[CH:4]=[C:5]1[C:38]([CH3:39])=[C:37]([CH2:40][CH2:41][C:42]([OH:44])=[O:43])[C:7]([CH:8]=[C:9]3[N:13]=[C:12]([CH:14]=[C:15]4[C:26]([CH:27]([OH:29])[CH3:28])=[C:25]([CH3:30])[C:17](=[CH:18]2)[NH:16]4)[C:11]([CH3:31])=[C:10]3[CH2:32][CH2:33][C:34]([OH:36])=[O:35])=[N:6]1.[CH2:20]1[CH2:19][CH2:18][CH:17]([NH:16][CH:15]2[CH2:14][CH2:12][CH2:28][CH2:27][CH2:26]2)[CH2:25][CH2:30]1 |f:4.5|. Reported procedure: To a solution of hematoporphyrin (1 g) in THF (30 ml), DCHA (2 ml) dissolved in ether (10 ml) was added, whereby the reaction proceeded. Ether was added to the reaction mixture. The precipitated crystals were collected by filtration and washed with ether to give hematoporphyrin DCHA salt (1.4 g). Yield, 90.0%. Reactants: CS(C)=O, CN(Cc1ccncc1)c1nc(Cl)nc(Cl)c1F, NN, O. Yields the product CN(Cc1ccncc1)c1nc(Cl)nc(NN)c1F. Reaction SMILES: [CH3:22][S:23]([CH3:24])=[O:25].[Cl:1][c:2]1[n:3][c:4]([Cl:18])[c:5]([F:17])[c:6]([N:8]([CH2:9][c:10]2[cH:11][cH:12][n:13][cH:14][cH:15]2)[CH3:16])[n:7]1.[NH2:20][NH2:21].[OH2:19]>>[Cl:1][c:2]1[n:3][c:4]([NH:20][NH2:21])[c:5]([F:17])[c:6]([N:8]([CH2:9][c:10]2[cH:11][cH:12][n:13][cH:14][cH:15]2)[CH3:16])[n:7]1. Reactants: [NH4+].[Cl-] (NH4Cl), COC(CP(=O)(OCC(F)(F)F)OCC(F)(F)F)=O ([Bis-(2,2,2-trifluoro-ethoxy)-phosphoryl]-acetic acid methyl ester), BrC=1C=C(SC1)C=O (4-bromothiophene-2-carboxaldehyde), C[Si](C)(C)[N-][Si](C)(C)C.[K+] (KHMDS). The solvent is CCOC(=O)C (EtOAc), O (H2O), C1CCOC1 (THF). Conditions: temperature -78 celsius, time 30 minute. The product is COC(C=CC=1SC=C(C1)Br)=O (3-(4-Bromo-thiophen-2-yl)-acrylic acid methyl ester). The yield is 86.5%. As a reaction SMILES: [CH3:1][O:2][C:3](=[O:19])[CH2:4]P(OCC(F)(F)F)(OCC(F)(F)F)=O.C[Si]([N-][Si](C)(C)C)(C)C.[K+].[Br:30][C:31]1[CH:32]=[C:33]([CH:36]=O)[S:34][CH:35]=1.[NH4+].[Cl-]>C1COCC1.CCOC(C)=O.O>[CH3:1][O:2][C:3](=[O:19])[CH:4]=[CH:36][C:33]1[S:34][CH:35]=[C:31]([Br:30])[CH:32]=1 |f:1.2,4.5|. Procedure details: [Bis-(2,2,2-trifluoro-ethoxy)-phosphoryl]-acetic acid methyl ester (9.25 g, 29.1 mmol) was dissolved in THF (400 ml) and 18-C-6 (13.9 g, 52.4 mmol) was added and the mixture was cooled to −78° C. Next, KHMDS (5.73 g, 28.8 mmol) was added and the reaction mixture was stirred for 30 minutes, after which 4-bromothiophene-2-carboxaldehyde (5.0 g, 26.2 mmol) was added and the reaction was stirred for an additional 3 hours. Saturated NH4Cl (100 ml) was added and the reaction was warmed to 22° C. The m...